From a dataset of the Open Reaction Database (ORD), a public repository of structured organic reaction records. describe an organic reaction: reactants, conditions, products, and yield Reactants: OC([C@H](C1=CC=CC=C1)OC(C[C@@H](C=CC=1C(=NC(=NC1C(C)C)N(S(=O)(=O)C)C)C1=CC=C(C=C1)F)O)=O)(C1=CC=CC=C1)C1=CC=CC=C1 ((3S)-5-[4-(4-fluorophenyl)-6-isopropyl-2-(N-methyl-N-methylsulfonylamino)pyrimidin-5-yl]-3-hydroxy-4-pentenoic acid (1S)-2-hydroxy-1,2,2-triphenylethyl ester), Cl (hydrochloric acid), [OH-].[Na+] (sodium hydroxide), CCCCCC.C(C)(=O)OCC (n-Hexane Ethyl acetate). Run in O1CCCC1 (tetrahydrofuran), CO (methanol), C(Cl)Cl (methylene chloride), O (water). Run at temperature 27.5 celsius. Product: FC1=CC=C(C=C1)C1=NC(=NC(=C1/C=C/C(CC(=O)O)O)C(C)C)N(S(=O)(=O)C)C ((4E)-5-{4-(4-FLUOROPHENYL)-6-ISOPROPYL-2-(N-METHYL-N-METHYLSULFONYLAMINO)-PYRIMIDIN-5-YL}-3-HYDROXY-4-PENTENOIC ACID). As a reaction SMILES: OC(C1C=CC=CC=1)(C1C=CC=CC=1)[C@@H]([O:10][C:11](=[O:39])[CH2:12][C@H:13]([OH:38])[CH:14]=[CH:15][C:16]1[C:17]([C:31]2[CH:36]=[CH:35][C:34]([F:37])=[CH:33][CH:32]=2)=[N:18][C:19]([N:25]([CH3:30])[S:26]([CH3:29])(=[O:28])=[O:27])=[N:20][C:21]=1[CH:22]([CH3:24])[CH3:23])C1C=CC=CC=1.[OH-].[Na+].CCCCCC.C(OCC)(=O)C.Cl>O1CCCC1.CO.O.C(Cl)Cl>[F:37][C:34]1[CH:35]=[CH:36][C:31]([C:17]2[C:16](/[CH:15]=[CH:14]/[CH:13]([OH:38])[CH2:12][C:11]([OH:39])=[O:10])=[C:21]([CH:22]([CH3:24])[CH3:23])[N:20]=[C:19]([N:25]([CH3:30])[S:26]([CH3:29])(=[O:28])=[O:27])[N:18]=2)=[CH:32][CH:33]=1 |f:1.2,3.4|. Procedure: (3S)-5-[4-(4-fluorophenyl)-6-isopropyl-2-(N-methyl-N-methylsulfonylamino)pyrimidin-5-yl]-3-hydroxy-4-pentenoic acid (1S)-2-hydroxy-1,2,2-triphenylethyl ester (25 g) was dissolved in a mixture of tetrahydrofuran (75 ml) and methanol (50 ml) at 25-30° C. 1N aqueous sodium hydroxide solution (37 ml) was added dropwise to the above reaction mass over a period of 30 min at 25-30° C. It was stirred at 25-30° C. and monitored the progress of the reaction by TLC (n-Hexane-Ethyl acetate: 7:3 v/v). After ... The reactants are Cl.O(C1=CC=CC=C1)CC(N)=N (2-phenoxyethanimidamide hydrochloride), O (water), [OH-].[Na+] (sodium hydroxide), BrC(C(=O)C1=CC=C(C=C1)OC1=CC=C(C=C1)F)C (2-bromo-1-[4-(4-fluorophenoxy)phenyl]propan-1-one). The solvent is C(C)(=O)OCC (ethyl acetate), ClCCl (dichloromethane), CN(C=O)C (dimethylformamide). Reaction conditions: temperature 50 celsius. Yields the product FC1=CC=C(OC2=CC=C(C=C2)C=2N=C(NC2C)COC2=CC=CC=C2)C=C1 (4-[4-(4-fluorophenoxy)phenyl]-5-methyl-2-(phenoxymethyl)-1H-imidazole). RXN SMILES: Cl.[O:2]([CH2:9][C:10](=[NH:12])[NH2:11])[C:3]1[CH:8]=[CH:7][CH:6]=[CH:5][CH:4]=1.[OH-].[Na+].Br[CH:16]([CH3:33])[C:17]([C:19]1[CH:24]=[CH:23][C:22]([O:25][C:26]2[CH:31]=[CH:30][C:29]([F:32])=[CH:28][CH:27]=2)=[CH:21][CH:20]=1)=O.O>ClCCl.CN(C)C=O.C(OCC)(=O)C>[F:32][C:29]1[CH:30]=[CH:31][C:26]([O:25][C:22]2[CH:23]=[CH:24][C:19]([C:17]3[N:12]=[C:10]([CH2:9][O:2][C:3]4[CH:8]=[CH:7][CH:6]=[CH:5][CH:4]=4)[NH:11][C:16]=3[CH3:33])=[CH:20][CH:21]=2)=[CH:27][CH:28]=1 |f:0.1,2.3|. Reported procedure: 620 mg of 2-phenoxyethanimidamide hydrochloride (0.00333 mol) are desalified in dichloromethane by the action of a 3N sodium hydroxide solution. After decantation and extraction of the aqueous phase by dichloromethane, the organic phase is dried over sodium sulphate then evaporated to dryness. The white powder obtained is solubilized in dimethylformamide (30 ml). 275 mg of 2-bromo-1-[4-(4-fluorophenoxy)phenyl]propan-1-one (0.000851 mol) is added. The mixture is heated at 50° C. for 20 hours then...